This data is from the Open Reaction Database (ORD), a public repository of structured organic reaction records. The task is: describe an organic reaction: reactants, conditions, products, and yield Reactants: N(C(=O)C)C1=CC=CC=2C(C3=CC=CC=C3C(C12)=O)=O (1-acetamino-anthraquinone), [OH-].[Na+] (sodium hydroxide). Run in C(C)O (ethanol). Reaction conditions: temperature 80 celsius. Product: NC1=CC=CC=2C(C3=CC=CC=C3C(C12)=O)=O (1-amino-anthraquinone). Yield: 95.2%. RXN SMILES: [NH:1]([C:5]1[C:18]2[C:17](=[O:19])[C:16]3[C:11](=[CH:12][CH:13]=[CH:14][CH:15]=3)[C:10](=[O:20])[C:9]=2[CH:8]=[CH:7][CH:6]=1)C(C)=O.[OH-].[Na+]>C(O)C>[NH2:1][C:5]1[C:18]2[C:17](=[O:19])[C:16]3[C:11](=[CH:12][CH:13]=[CH:14][CH:15]=3)[C:10](=[O:20])[C:9]=2[CH:8]=[CH:7][CH:6]=1 |f:1.2|. Procedure details: 363 g (1.37 moles) of 1-acetamino-anthraquinone are stirred into 3.5 kg of ethanol, 150 ml of concentrated sodium hydroxide solution (d = 1.48) are added and the mixture is then heated to the reflux temperature (80° C) for three hours. After cooling to 15° C, the red suspension is suction filtered. The residue is washed on the suction filter with hot water until the filtrate has a neutral reaction. After drying, 291 g of 1-amino-anthraquinone are obtained (yield: 95.2%). Degree of purity: 98 to ... Starting materials: Br.OC=1C(=CC2=C(CCNCC2)C1)S(=O)(=O)C (8-hydroxy-7-methylsulfonyl-2,3,4,5-tetrahydro-1H-3-benzazepine hydrobromide), C(C)(=O)Br (acetyl bromide). Run in FC(C(=O)O)(F)F (trifluoroacetic acid). Yields the product Br.C(C)(=O)OC=1C(=CC2=C(CCNCC2)C1)S(=O)(=O)C (8-acetoxy-7-methylsulfonyl-2,3,4,5-tetrahydro-1H-3-benzazepine hydrobromide). As a reaction SMILES: Br.[OH:2][C:3]1[C:4]([S:14]([CH3:17])(=[O:16])=[O:15])=[CH:5][C:6]2[CH2:12][CH2:11][NH:10][CH2:9][CH2:8][C:7]=2[CH:13]=1.[C:18]([Br:21])(=[O:20])[CH3:19]>FC(F)(F)C(O)=O>[BrH:21].[C:18]([O:2][C:3]1[C:4]([S:14]([CH3:17])(=[O:16])=[O:15])=[CH:5][C:6]2[CH2:12][CH2:11][NH:10][CH2:9][CH2:8][C:7]=2[CH:13]=1)(=[O:20])[CH3:19] |f:0.1,4.5|. Procedure details: A mixture of 8-hydroxy-7-methylsulfonyl-2,3,4,5-tetrahydro-1H-3-benzazepine hydrobromide (3.2 g, 0.01 m) in trifluoroacetic acid (25 ml) is stirred at 25° and treated with acetyl bromide (1.4 g, 0.011 m). The mixture is stirred at 25° and concentrated in vacuo to give 8-acetoxy-7-methylsulfonyl-2,3,4,5-tetrahydro-1H-3-benzazepine hydrobromide. The reactants are ClCCl, OCC=Cc1ccc(C(F)(F)F)cc1. Yields the product O=CC=Cc1ccc(C(F)(F)F)cc1. RXN SMILES: [CH2:15]([Cl:16])[Cl:17].[F:1][C:2]([c:3]1[cH:4][cH:5][c:6]([CH:7]=[CH:8][CH2:9][OH:10])[cH:11][cH:12]1)([F:13])[F:14]>>[F:1][C:2]([c:3]1[cH:4][cH:5][c:6]([CH:7]=[CH:8][CH:9]=[O:10])[cH:11][cH:12]1)([F:13])[F:14]. Product: [Si](C1=CC=CC=C1)(C1=CC=CC=C1)(C(C)(C)C)O[C@@H]([C@@H](C1=CC(=C(C(=C1)F)F)F)N1C(C(O[C@H](C1)C)=O)=O)C ((S)-4-[(1R,2R)-2-tert-butyldiphenylsilanyloxy-1-(3,4,5-trifluorophenyl)propyl]-6-methylmorpholine-2,3-dione). Reported procedure: Oxalyl chloride (45 μl) was added dropwise to a solution of (S)-1-[(1R,2R)-2-tert-butyldiphenylsilanyloxy-1-(3,4,5-trifluorophenyl)propylamino]propan-2-ol (171 mg), TEA (0.17 ml), and 4-(N,N-dimethylamino)pyridine (8 mg) in methylene chloride (2 ml) under ice-cooling in a nitrogen atmosphere, and the reaction solution was stirred at the same temperature for two hours. Ice water was added to the reaction solution, followed by extraction with ethyl acetate. Then, the organic layer was sequentially... The reagents and catalysts are CN(C)C1=CC=NC=C1 (4-(N,N-dimethylamino)pyridine). Reaction conditions: time 2 hour. Reaction SMILES: [C:1](Cl)(=[O:5])[C:2](Cl)=[O:3].[Si:7]([O:24][C@H:25]([CH3:41])[C@H:26]([NH:36][CH2:37][C@@H:38]([OH:40])[CH3:39])[C:27]1[CH:32]=[C:31]([F:33])[C:30]([F:34])=[C:29]([F:35])[CH:28]=1)([C:20]([CH3:23])([CH3:22])[CH3:21])([C:14]1[CH:19]=[CH:18][CH:17]=[CH:16][CH:15]=1)[C:8]1[CH:13]=[CH:12][CH:11]=[CH:10][CH:9]=1>CN(C1C=CN=CC=1)C.C(Cl)Cl>[Si:7]([O:24][C@H:25]([CH3:41])[C@H:26]([N:36]1[CH2:37][C@H:38]([CH3:39])[O:40][C:2](=[O:3])[C:1]1=[O:5])[C:27]1[CH:32]=[C:31]([F:33])[C:30]([F:34])=[C:29]([F:35])[CH:28]=1)([C:20]([CH3:22])([CH3:23])[CH3:21])([C:8]1[CH:13]=[CH:12][CH:11]=[CH:10][CH:9]=1)[C:14]1[CH:19]=[CH:18][CH:17]=[CH:16][CH:15]=1. Reactants: C(C(=O)Cl)(=O)Cl (Oxalyl chloride), [Si](C1=CC=CC=C1)(C1=CC=CC=C1)(C(C)(C)C)O[C@@H]([C@@H](C1=CC(=C(C(=C1)F)F)F)NC[C@H](C)O)C ((S)-1-[(1R,2R)-2-tert-butyldiphenylsilanyloxy-1-(3,4,5-trifluorophenyl)propylamino]propan-2-ol), TEA, Ice water. Solvent: C(Cl)Cl (methylene chloride). Starting materials: ClC(C(C(C(CCI)(F)F)(F)F)(F)Cl)(F)F (1,2-dichloro-1,1,2,3,3,4,4,-heptafluoro-6-iodohexane), C(C)O (ethanol), [OH-].[K+] (potassium hydroxide), C(C)O (ethanol). Run in O (water), O (water). The product is ClC(C(C(C=C)(F)F)(F)F)(C(F)(F)Cl)F (5,6-DICHLORO-3,3,4,4,5,6,6-HEPTAFLUORO-1-HEXENE). Isolated yield 92.0%. Reaction SMILES: [Cl:1][C:2]([F:16])([F:15])[C:3]([Cl:14])([F:13])[C:4]([F:12])([F:11])[C:5]([F:10])([F:9])[CH2:6][CH2:7]I.C(O)C.[OH-].[K+]>O>[Cl:14][C:3]([F:13])([C:2]([Cl:1])([F:15])[F:16])[C:4]([F:11])([F:12])[C:5]([F:10])([F:9])[CH:6]=[CH2:7] |f:2.3|. Reported procedure: To a stirred solution of 1,2-dichloro-1,1,2,3,3,4,4,-heptafluoro-6-iodohexane (370.0 g) and ethanol (400 mL) was added dropwise a solution of potassium hydroxide (56.0 g), ethanol (300 mL) and water (20 mL) at 80°-90° C. over 40 minutes. After the addition was complete, the reaction mixture was refluxed for 1 hour and then poured into water. Lower layer was separated and washed with water to give desired product (233.5 g). 19F NMR: -63.9 (m, 2F), -111.9 (m, 2F), -116.2 (m, 2F), -130.5 (m, 1F); 1... Reactants: CC(C)c1cc(Cc2c(Cl)cc(CBr)cc2Cl)n[nH]c1=O, O=C([O-])O, CS(C)=O, [Na+], N#C[Na], O, O=S(=O)(O)O. Product: CC(C)c1cc(Cc2c(Cl)cc(CC#N)cc2Cl)n[nH]c1=O. As a reaction SMILES: [Br:9][CH2:10][c:11]1[cH:12][c:13]([Cl:29])[c:14]([CH2:15][c:16]2[cH:17][c:18]([CH:23]([CH3:24])[CH3:25])[c:19](=[O:22])[nH:20][n:21]2)[c:26]([Cl:28])[cH:27]1.[C:30](=[O:31])([OH:32])[O-:33].[CH3:35][S:36](=[O:37])[CH3:38].[Na+:34].[Na:1][C:2]#[N:3].[OH2:39].[S:4](=[O:5])(=[O:6])([OH:7])[OH:8]>>[C:2](#[N:3])[CH2:10][c:11]1[cH:12][c:13]([Cl:29])[c:14]([CH2:15][c:16]2[cH:17][c:18]([CH:23]([CH3:24])[CH3:25])[c:19](=[O:22])[nH:20][n:21]2)[c:26]([Cl:28])[cH:27]1. The reactants are ClCCl, COC1C(=O)N(C(Cl)C(=O)OCc2ccc([N+](=O)[O-])cc2)C1SC(C)=O, C1CCOC1, c1ccc(P(c2ccccc2)c2ccccc2)cc1. The product is COC1C(=O)N(C(C(=O)OCc2ccc([N+](=O)[O-])cc2)=P(c2ccccc2)(c2ccccc2)c2ccccc2)C1SC(C)=O. RXN SMILES: [CH2:51]([Cl:52])[Cl:53].[N+:20](=[O:21])([O-:22])[c:23]1[cH:24][cH:25][c:26]([CH2:27][O:28][C:29]([CH:30]([Cl:31])[N:32]2[C:33](=[O:42])[CH:34]([O:40][CH3:41])[CH:35]2[S:36][C:37]([CH3:38])=[O:39])=[O:43])[cH:44][cH:45]1.[O:46]1[CH2:47][CH2:48][CH2:49][CH2:50]1.[c:1]1([P:7]([c:8]2[cH:9][cH:10][cH:11][cH:12][cH:13]2)[c:14]2[cH:15][cH:16][cH:17][cH:18][cH:19]2)[cH:2][cH:3][cH:4][cH:5][cH:6]1>>[c:1]1([P:7]([c:8]2[cH:9][cH:10][cH:11][cH:12][cH:13]2)([c:14]2[cH:15][cH:16][cH:17][cH:18][cH:19]2)=[C:30]([C:29]([O:28][CH2:27][c:26]2[cH:25][cH:24][c:23]([N+:20](=[O:21])[O-:22])[cH:45][cH:44]2)=[O:43])[N:32]2[C:33](=[O:42])[CH:34]([O:40][CH3:41])[CH:35]2[S:36][C:37]([CH3:38])=[O:39])[cH:2][cH:3][cH:4][cH:5][cH:6]1. Starting materials: FC1=C(O)C=CC(=C1O)F (2,4-difluororesorcinol), COC(CC(=O)C(F)(F)F)=O (methyl-4,4,4-trifluoroacetoacetate). The solvent is CH3 SO3H, ice water. Yields the product FC=1C=C2C(=CC(OC2=C(C1O)F)=O)C(F)(F)F (6,8-difluoro-7-hydroxy-4-trifluoromethylcoumarin). Yield: 29.1%. Reaction SMILES: [F:1][C:2]1[C:8]([OH:9])=[C:7]([F:10])[CH:6]=[CH:5][C:3]=1[OH:4].C[O:12][C:13](=O)[CH2:14][C:15]([C:17]([F:20])([F:19])[F:18])=O>>[F:10][C:7]1[CH:6]=[C:5]2[C:3](=[C:2]([F:1])[C:8]=1[OH:9])[O:4][C:13](=[O:12])[CH:14]=[C:15]2[C:17]([F:20])([F:19])[F:18]. Procedure details: A solution of Compound 4 (0.46 g, 3.1 mmol) and methyl-4,4,4-trifluoroacetoacetate (0.55 g, 3.2 mmol) in 7 mL CH3 SO3H is stirred at 20° C. for 48 hours. The reaction mixture is poured into 70 mL ice water, and the resulting precipitate is collected by filtration, washed with water, dried in vacuo at 60° C. for 16 hours to yield 240 mg (30%) of Compound 20 as an off-white powder. 1 H-NMR (DMSO-d6) δ 7.33 (d, 1 H), 6.99 (s, 1H). 19F-NMR (DMSO-d6) Φ 59.38 (s, 3F), 129.93 (t, J=9.9 Hz, 1H), 147.78 ... The reactants are C(C=C)Br (allyl bromide), C1(=CC=CC=C1)S(=O)(=O)N1C(=C(C2=CC=C(C=C12)OCC1=NC2=CC=CC=C2C=C1)CC1=CC=C(C=C1)Cl)CC(C(=O)OC)(C)C (Methyl 3-[N-(phenylsulfonyl)-3-(4-chlorobenzyl)-6-(quinolin-2-ylmethoxy)indol-2-yl]-2,2-dimethylpropanoate), [Na] (sodium). Yields the product C(C=C)N1C(=C(C2=CC=C(C=C12)OCC1=NC2=CC=CC=C2C=C1)CC1=CC=C(C=C1)Cl)CC(C(=O)O)(C)C (3-[N-Allyl-3-(4-chlorobenzyl)-6-(quinolin-2-ylmethoxy)-indol-2-yl]-2,2-dimethylpropanoic acid). As a reaction SMILES: [CH2:1](Br)[CH:2]=[CH2:3].C1(S([N:14]2[C:22]3[C:17](=[CH:18][CH:19]=[C:20]([O:23][CH2:24][C:25]4[CH:34]=[CH:33][C:32]5[C:27](=[CH:28][CH:29]=[CH:30][CH:31]=5)[N:26]=4)[CH:21]=3)[C:16]([CH2:35][C:36]3[CH:41]=[CH:40][C:39]([Cl:42])=[CH:38][CH:37]=3)=[C:15]2[CH2:43][C:44]([CH3:50])([CH3:49])[C:45]([O:47]C)=[O:46])(=O)=O)C=CC=CC=1.[Na]>>[CH2:1]([N:14]1[C:22]2[C:17](=[CH:18][CH:19]=[C:20]([O:23][CH2:24][C:25]3[CH:34]=[CH:33][C:32]4[C:27](=[CH:28][CH:29]=[CH:30][CH:31]=4)[N:26]=3)[CH:21]=2)[C:16]([CH2:35][C:36]2[CH:41]=[CH:40][C:39]([Cl:42])=[CH:38][CH:37]=2)=[C:15]1[CH2:43][C:44]([CH3:50])([CH3:49])[C:45]([OH:47])=[O:46])[CH:2]=[CH2:3] |^1:50|. Procedure: The title compound was prepared under the conditions described in Step A and Step B of Example 38, but substituting allyl bromide for the benzenesulfonyl chloride from Example 38 (Step A). Anal. C, H, N for sodium salt·2 H2O Calc. C 66.38; H 5.74; N 4.69 Found C 66.57; H 5.75; N 4.73.